From a dataset of the Open Reaction Database (ORD), a public repository of structured organic reaction records. describe an organic reaction: reactants, conditions, products, and yield The reactants are CC(=O)O, COC(=O)c1ccc(OCCCl)c(OC)c1, O=N[O-], [Na+], O, O=[N+]([O-])O. The product is COC(=O)c1cc(OC)c(OCCCl)cc1[N+](=O)[O-]. Reaction SMILES: [CH3:21][C:22](=[O:23])[OH:24].[Cl:1][CH2:2][CH2:3][O:4][c:5]1[c:6]([O:15][CH3:16])[cH:7][c:8]([C:9](=[O:10])[O:11][CH3:12])[cH:13][cH:14]1.[N:17](=[O:18])[O-:19].[Na+:20].[OH2:29].[OH:25][N+:26](=[O:27])[O-:28]>>[Cl:1][CH2:2][CH2:3][O:4][c:5]1[c:6]([O:15][CH3:16])[cH:7][c:8]([C:9](=[O:10])[O:11][CH3:12])[c:13]([N+:17](=[O:18])[O-:19])[cH:14]1. The product is ClC1=NC=C(C=N1)OCC(C)C (2-Chloro-5-iso-butoxy-pyrimidine). Run at temperature 80 celsius. The solvent is CN(C)C=O (DMF). Starting materials: ClC1=NC=C(C=N1)O (2-chloro-5-hydroxypyrimidine), BrCC(C)C (1-bromo-2-methylpropane), C(=O)([O-])[O-].[K+].[K+] (K2CO3). Procedure details: 0.80 mg (6.13 mmol) 2-chloro-5-hydroxypyrimidine, 1.26 g (9.19 mmol) 1-bromo-2-methylpropane and 1.69 g (12.26 mmol) K2CO3 are added to 10 mL DMF and stirred at 80° C. over night. Afterwards the reaction is quenched by the addition of water and extracted with EtOAc. The org. layers are combined, dried over MgSO4, filtered and the solvent is removed in vacuo. As a reaction SMILES: [Cl:1][C:2]1[N:7]=[CH:6][C:5]([OH:8])=[CH:4][N:3]=1.Br[CH2:10][CH:11]([CH3:13])[CH3:12].C([O-])([O-])=O.[K+].[K+]>CN(C=O)C>[Cl:1][C:2]1[N:7]=[CH:6][C:5]([O:8][CH2:10][CH:11]([CH3:13])[CH3:12])=[CH:4][N:3]=1 |f:2.3.4|. Starting materials: O=C([C@H](C)NC(OC(C)(C)C)=O)NC1=CC(=CC=C1)NC(=O)C=1C(=NC(=NC1)NCCC1=CC=NC=C1)NCCC ((S)-tert-butyl (1-oxo-1-((3-(4-(propylamino)-2-((2-(pyridin-4-yl)ethyl)amino)pyrimidine-5-carboxamido)phenyl)amino)propan-2-yl)carbamate). Run in C(Cl)(Cl)Cl (chloroform), FC(C(=O)O)(F)F (trifluoroacetic acid). Reaction conditions: time 3 hour. Product: N[C@H](C(=O)NC=1C=C(C=CC1)NC(=O)C=1C(=NC(=NC1)NCCC1=CC=NC=C1)NCCC)C ((S)—N-(3-(2-aminopropanamido)phenyl)-4-(propylamino)-2-((2-(pyridin-4-yl)ethyl)amino)pyrimidine-5-carboxamide). Yield: 66.6%. Reaction SMILES: [O:1]=[C:2]([NH:13][C:14]1[CH:19]=[CH:18][CH:17]=[C:16]([NH:20][C:21]([C:23]2[C:24]([NH:38][CH2:39][CH2:40][CH3:41])=[N:25][C:26]([NH:29][CH2:30][CH2:31][C:32]3[CH:37]=[CH:36][N:35]=[CH:34][CH:33]=3)=[N:27][CH:28]=2)=[O:22])[CH:15]=1)[C@@H:3]([NH:5]C(=O)OC(C)(C)C)[CH3:4]>C(Cl)(Cl)Cl.FC(F)(F)C(O)=O>[NH2:5][C@@H:3]([CH3:4])[C:2]([NH:13][C:14]1[CH:15]=[C:16]([NH:20][C:21]([C:23]2[C:24]([NH:38][CH2:39][CH2:40][CH3:41])=[N:25][C:26]([NH:29][CH2:30][CH2:31][C:32]3[CH:33]=[CH:34][N:35]=[CH:36][CH:37]=3)=[N:27][CH:28]=2)=[O:22])[CH:17]=[CH:18][CH:19]=1)=[O:1]. Reported procedure: To a solution of (S)-tert-butyl (1-oxo-1-((3-(4-(propylamino)-2-((2-(pyridin-4-yl)ethyl)amino)pyrimidine-5-carboxamido)phenyl)amino)propan-2-yl)carbamate (A5, 137 mg) in chloroform (2 mL), trifluoroacetic acid (2 mL) was added at room temperature, and the mixture was stirred at the same temperature for 3 hours. The solvent was evaporated under reduced pressure, and to the obtained residue, saturated aqueous sodium hydrogencarbonate and ethyl acetate were added. The organic layer was separated, a... The reactants are CC(=O)OC(C)=O, COc1ccc(COC2C=C(C)C(=O)CC(C)(C)C2O)cc1, c1ccncc1. Product: COc1ccc(COC2C=C(C)C(=O)CC(C)(C)C2OC(C)=O)cc1. As a reaction SMILES: [CH3:23][C:24](=[O:25])[O:26][C:27](=[O:28])[CH3:29].[OH:1][CH:2]1[CH:3]([O:13][CH2:14][c:15]2[cH:16][cH:17][c:18]([O:21][CH3:22])[cH:19][cH:20]2)[CH:4]=[C:5]([CH3:12])[C:6](=[O:11])[CH2:7][C:8]1([CH3:9])[CH3:10].[cH:30]1[cH:31][cH:32][n:33][cH:34][cH:35]1>>[O:1]([CH:2]1[CH:3]([O:13][CH2:14][c:15]2[cH:16][cH:17][c:18]([O:21][CH3:22])[cH:19][cH:20]2)[CH:4]=[C:5]([CH3:12])[C:6](=[O:11])[CH2:7][C:8]1([CH3:9])[CH3:10])[C:24]([CH3:23])=[O:25]. The reactants are CC1=CC=C(C=C1)S(=O)(=O)OCC(CC1=C(C2=CC=CC=C2C(=C1)Cl)OCC1=CC=CC=C1)O ((±)-3-[1-(benzyloxy)-4-chloro-2-naphthyl]-2-hydroxypropyl 4-methylbenzenesulfonate), S(=O)(=O)([O-])C1=CC=C(C)C=C1 (tosylate), CC1=CC=C(C=C1)S(=O)(=O)OCC(CC1=C(C2=CC=CC=C2C(=C1)Cl)O)O ((±)-3-(4-chloro-1-hydroxy-2-naphthyl)-2-hydroxypropyl 4-methylbenzenesulfonate), Intermediate 24, phenyl, Intermediate 5, [N-]=[N+]=[N-].[Na+] (sodium azide), CC1=CC=C(C=C1)S(=O)(=O)OCC1CC2=C(O1)C1=CC=CC=C1C(=C2)Cl ((±)-(5-chloro-2,3-dihydronaphtho[1,2-b]furan-2-yl)methyl 4-methylbenzenesulfonate), CC(C)OC(=O)/N=N/C(=O)OC(C)C (diisopropylazodicarboxylate), Cl (hydrogen chloride), Intermediate 4, C1(=CC=CC=C1)P(C1=CC=CC=C1)C1=CC=CC=C1 (triphenylphosphine). The reagents and catalysts are [Pd] (palladium on carbon). Run in C(C)(C)O (isopropanol). Product: ClC1=CC2=C(OC(C2)CN=[N+]=[N-])C2=CC=CC=C12 ((±)-(5-chloro-2,3-dihydronaphtho[1,2-b]furan-2-yl)methyl azide). RXN SMILES: CC1C=CC(S(OCC(O)[CH2:14][C:15]2[CH:24]=[C:23]([Cl:25])[C:22]3[C:17](=[CH:18][CH:19]=[CH:20][CH:21]=3)[C:16]=2[O:26][CH2:27][C:28]2C=CC=CC=2)(=O)=O)=CC=1.Cl.CC1C=CC(S(OCC(O)CC2C=C(Cl)C3C(=CC=CC=3)C=2O)(=O)=O)=CC=1.C1(P(C2C=CC=CC=2)C2C=CC=CC=2)C=CC=CC=1.CC(OC(/N=N/C(OC(C)C)=O)=O)C.CC1C=CC(S(OCC2OC3C4C(C(Cl)=CC=3C2)=CC=CC=4)(=O)=O)=CC=1.S(C1C=CC(C)=CC=1)([O-])(=O)=O.[N-:133]=[N+:134]=[N-:135].[Na+]>[Pd].C(O)(C)C>[Cl:25][C:23]1[C:22]2[C:17](=[CH:18][CH:19]=[CH:20][CH:21]=2)[C:16]2[O:26][CH:27]([CH2:28][N:133]=[N+:134]=[N-:135])[CH2:14][C:15]=2[CH:24]=1 |f:7.8|. Reported procedure: Treatment of (±)-3-[1-(benzyloxy)-4-chloro-2-naphthyl]-2-hydroxypropyl 4-methylbenzenesulfonate (4.6 g, 9.26 mmol) with palladium on carbon (5 wt. %, 0.50 g) and hydrogen chloride in isopropanol (4.0 M, 4.0 mL) generally according to the procedure described for Intermediate 4 provided (±)-3-(4-chloro-1-hydroxy-2-naphthyl)-2-hydroxypropyl 4-methylbenzenesulfonate. Treatment of the phenyl with triphenylphosphine (3.5 g, 13.3 mmol) followed by diisopropylazodicarboxylate (2.69 g, 13.3 mmol) general... The reactants are CCCCCCCCOc1ccc(CO)cc1, ClC(Cl)Cl, O=S(Cl)Cl. Product: CCCCCCCCOc1ccc(CCl)cc1. Reaction SMILES: [CH2:1]([CH2:2][CH2:3][CH2:4][CH2:5][CH2:6][CH2:7][CH3:8])[O:9][c:10]1[cH:11][cH:12][c:13]([CH2:14][OH:15])[cH:16][cH:17]1.[CH:22]([Cl:23])([Cl:24])[Cl:25].[S:18]([Cl:19])([Cl:20])=[O:21]>>[CH2:1]([CH2:2][CH2:3][CH2:4][CH2:5][CH2:6][CH2:7][CH3:8])[O:9][c:10]1[cH:11][cH:12][c:13]([CH2:14][Cl:20])[cH:16][cH:17]1. Procedure: A mixture of 4-hydroxy-3-iodoacetophenone (5.24 g), 40% sodium hydroxide solution (4.8 ml), water (19 ml), xylene (11 ml) and 3-chloro-3-methylbut-1-yne (4.1 g) was heated to 90° C. for 3 hrs. The mixture was cooled and extracted with ether, and the ether extracts were washed with 2N sodium hydroxide solution, water and brine and dried over anhydrous sodium sulphate. The ethereal solution was filtered and evaporated, and the xylene solution that remained was refluxed for 16 hrs. The solution was... The reactants are CC(=O)C1=CC(=C(C=C1)O)I (4-hydroxy-3-iodoacetophenone), [OH-].[Na+] (sodium hydroxide), O (water), ClC(C#C)(C)C (3-chloro-3-methylbut-1-yne). Reaction conditions: temperature 90 celsius. The yield is 46.8%. Solvent: C=1(C(=CC=CC1)C)C (xylene). Reaction SMILES: [CH3:1][C:2]([C:4]1[CH:9]=[CH:8][C:7]([OH:10])=[C:6]([I:11])[CH:5]=1)=[O:3].[OH-].[Na+].O.Cl[C:16]([CH3:20])([CH3:19])[C:17]#[CH:18]>C1(C)C(C)=CC=CC=1>[C:2]([C:4]1[CH:5]=[C:6]([I:11])[C:7]2[O:10][C:16]([CH3:20])([CH3:19])[CH:17]=[CH:18][C:8]=2[CH:9]=1)(=[O:3])[CH3:1] |f:1.2|. Yields the product C(C)(=O)C=1C=C(C2=C(C=CC(O2)(C)C)C1)I (6-acetyl-8-iodo-2,2-dimethyl-2H-1-benzopyran).